From a dataset of the Open Reaction Database (ORD), a public repository of structured organic reaction records. describe an organic reaction: reactants, conditions, products, and yield The reactants are ( 0.10 ), O=C(C(S(=O)(=O)OCC)(F)F)C(F)(F)F (ethyl 2-ketopentafluoropropanesulfonate), FC(C(=O)O)(F)F (trifluoroacetic acid). Reaction conditions: time 8 hour. Yields the product O=C(C(S(=O)(=O)O)(F)F)C(F)(F)F (2-ketopentafluoropropanesulfonic acid). Isolated yield 81.0%. Reaction SMILES: [O:1]=[C:2]([C:12]([F:15])([F:14])[F:13])[C:3]([F:11])([F:10])[S:4]([O:7]CC)(=[O:6])=[O:5].FC(F)(F)C(O)=O>>[O:1]=[C:2]([C:12]([F:15])([F:13])[F:14])[C:3]([F:10])([F:11])[S:4]([OH:7])(=[O:6])=[O:5]. Reported procedure: 25.6 g (0.10) mol of ethyl 2-ketopentafluoropropanesulfonate was stirred at 25° while 17.1 g (0.15 mol) of trifluoroacetic acid was added. The mixture was allowed to stand overnight, then heated on a spinning band still to reflux at 60°. Fractional distillation of the reaction mixture at pot temperatures below 100° and at a pressure of 2.6 mm resulted in the isolation of 18.4 g of 2-ketopentafluoropropanesulfonic acid, representing a yield of 81%, bp 73° . Reactants: C[Si](CCOCCl)(C)C (2-(trimethylsilyl)ethoxy-methyl chloride), [H-].[Na+] (Sodium hydride), BrC=1C(=NNC1)C=O (4-bromo-1H-pyrazole-3-carbaldehyde), 2a, O (water), resultant solution. The solvent is CN(C)C=O (DMF), C(C)(=O)OCC (ethyl acetate). Conditions: time 20 minute. Yields the product C[Si](CCOCN1N=C(C=C1)C=O)(C)C ((2-trimethylsilanyl-ethoxymethyl)-1H-pyrazole-3-carbaldehyde), 3a. Isolated yield 57.0%. Reaction SMILES: [H-].[Na+].Br[C:4]1[C:5]([CH:9]=[O:10])=[N:6][NH:7][CH:8]=1.[CH3:11][Si:12]([CH3:19])([CH3:18])[CH2:13][CH2:14][O:15][CH2:16]Cl.O>CN(C=O)C.C(OCC)(=O)C>[CH3:11][Si:12]([CH3:19])([CH3:18])[CH2:13][CH2:14][O:15][CH2:16][N:7]1[CH:8]=[CH:4][C:5]([CH:9]=[O:10])=[N:6]1 |f:0.1|. Procedure: Sodium hydride was added slowly to a clear solution of commercially available 4-bromo-1H-pyrazole-3-carbaldehyde Compound 2a (1 g, 3.56 mmol) in DMF (20 mL). The reaction was stirred at ambient temperature for 20 min; then 2-(trimethylsilyl)ethoxy-methyl chloride (755.7 μL, 4.27 mmol) was added dropwise to the reaction mixture. After the resultant solution was stirred at ambient temperature overnight, water (1 mL) was added to quench the reaction. The reaction mixture was diluted with ethyl acet... Starting materials: ClC1=CC=C2C(=CNC2=C1)C(=O)N1CCC(CC1)N1C(NC2=C1C=CC=C2)=O (1-[1-(6-chloro-1H-indole-3-carbonyl)-piperidin-4-yl]-1,3-dihydro-benzoimidazol-2-one), [H-].[Na+] (NaH), ClCC(=O)N(C)C (2-chloro-N,N-dimethyl-acetamide). The solvent is CN(C)C=O (DMF). Yields the product ClC1=CC=C2C(=CN(C2=C1)CC(=O)N(C)C)C(=O)N1CCC(CC1)N1C(NC2=C1C=CC=C2)=O (2-{6-Chloro-3-[4-(2-oxo-2,3-dihydro-benzoimidazol-1-yl)-piperidine-1-carbonyl]-indol-1-yl}-N,N-dimethyl-acetamide). Reaction SMILES: [Cl:1][C:2]1[CH:10]=[C:9]2[C:5]([C:6]([C:11]([N:13]3[CH2:18][CH2:17][CH:16]([N:19]4[C:23]5[CH:24]=[CH:25][CH:26]=[CH:27][C:22]=5[NH:21][C:20]4=[O:28])[CH2:15][CH2:14]3)=[O:12])=[CH:7][NH:8]2)=[CH:4][CH:3]=1.[H-].[Na+].Cl[CH2:32][C:33]([N:35]([CH3:37])[CH3:36])=[O:34]>CN(C=O)C>[Cl:1][C:2]1[CH:10]=[C:9]2[C:5]([C:6]([C:11]([N:13]3[CH2:18][CH2:17][CH:16]([N:19]4[C:23]5[CH:24]=[CH:25][CH:26]=[CH:27][C:22]=5[NH:21][C:20]4=[O:28])[CH2:15][CH2:14]3)=[O:12])=[CH:7][N:8]2[CH2:32][C:33]([N:35]([CH3:37])[CH3:36])=[O:34])=[CH:4][CH:3]=1 |f:1.2|. Procedure: To a stirred solution of 30 mg of 1-[1-(6-chloro-1H-indole-3-carbonyl)-piperidin-4-yl]-1,3-dihydro-benzoimidazol-2-one in 1 ml of DMF were added 1.1 eq. of NaH (55% in oil). The reaction mixture was stirred for 30 min. before the addition of 1.2 eq. of 2-chloro-N,N-dimethyl-acetamide. The crude reaction mixture was purified by preparative HPLC to afforded 10 mg of the title compound as a white powder. The reactants are Cc1ccccc1, N#Cc1cn(CO)cc1-c1ccccc1Cl, O=S(Cl)Cl. The product is N#Cc1cn(CCl)cc1-c1ccccc1Cl. As a reaction SMILES: [CH3:21][c:22]1[cH:23][cH:24][cH:25][cH:26][cH:27]1.[OH:1][CH2:2][n:3]1[cH:4][c:5](-[c:10]2[c:11]([Cl:16])[cH:12][cH:13][cH:14][cH:15]2)[c:6]([C:8]#[N:9])[cH:7]1.[S:17]([Cl:18])([Cl:19])=[O:20]>>[CH2:2]([n:3]1[cH:4][c:5](-[c:10]2[c:11]([Cl:16])[cH:12][cH:13][cH:14][cH:15]2)[c:6]([C:8]#[N:9])[cH:7]1)[Cl:19]. Reactants: [Li]CCCC (n-BuLi), BrC=1C=NC(=NC1)C1=CC=C(C=C1)OC(F)(F)F (5-bromo-2-[4-(trifluoromethoxy)phenyl]pyrimidine), CN(C)C=O (DMF). Solvent: C1CCOC1 (THF). Conditions: time 30 second. Yields the product FC(OC1=CC=C(C=C1)C1=NC=C(C=N1)C=O)(F)F (2-[4-(trifluoromethoxy)phenyl]-5-pyrimidinecarbaldehyde). The yield is 74.0%. As a reaction SMILES: [Li]CCCC.Br[C:7]1[CH:8]=[N:9][C:10]([C:13]2[CH:18]=[CH:17][C:16]([O:19][C:20]([F:23])([F:22])[F:21])=[CH:15][CH:14]=2)=[N:11][CH:12]=1.CN([CH:27]=[O:28])C>C1COCC1>[F:21][C:20]([F:23])([F:22])[O:19][C:16]1[CH:17]=[CH:18][C:13]([C:10]2[N:9]=[CH:8][C:7]([CH:27]=[O:28])=[CH:12][N:11]=2)=[CH:14][CH:15]=1. Procedure: n-BuLi (2.5 M, 1.88 mL, 4.7 mmol) was added to a solution of bromide 89 (1.252 g, 3.92 mmol) in THF (40 mL) at −95° C. The solution was stirred for 30 s and then DMF (5 mL) was added. The reaction was stirred at −90° C. for 20 min and then quenched with aqueous NH4Cl. The resulting mixture was partitioned between EtOAc and water, and then column chromatography of the organic portion on silica gel (eluting with 1:7 EtOAc/hexanes) gave 2-[4-(trifluoromethoxy)phenyl]-5-pyrimidinecarbaldehyde (90) (... Reactants: C(C1=CC=CC=C1)C1=NN=NN1 (5-benzyl-1H-tetrazole), C1(=CC=CC=C1)C(C1=CC=CC=C1)(C1=CC=CC=C1)Cl (triphenylmethyl-chloride). Yields the product C1(=CC=CC=C1)C(N1N=NN=C1CC1=CC=CC=C1)(C1=CC=CC=C1)C1=CC=CC=C1 (N-Triphenylmethyl-5-benzyl-tetrazole). As a reaction SMILES: [CH2:1]([C:8]1[NH:12][N:11]=[N:10][N:9]=1)[C:2]1[CH:7]=[CH:6][CH:5]=[CH:4][CH:3]=1.[C:13]1([C:19](Cl)([C:26]2[CH:31]=[CH:30][CH:29]=[CH:28][CH:27]=2)[C:20]2[CH:25]=[CH:24][CH:23]=[CH:22][CH:21]=2)[CH:18]=[CH:17][CH:16]=[CH:15][CH:14]=1>>[C:13]1([C:19]([C:20]2[CH:21]=[CH:22][CH:23]=[CH:24][CH:25]=2)([C:26]2[CH:27]=[CH:28][CH:29]=[CH:30][CH:31]=2)[N:12]2[C:8]([CH2:1][C:2]3[CH:3]=[CH:4][CH:5]=[CH:6][CH:7]=3)=[N:9][N:10]=[N:11]2)[CH:14]=[CH:15][CH:16]=[CH:17][CH:18]=1. Procedure details: Prepared from 5-benzyl-1H-tetrazole and triphenylmethyl-chloride. Reactants: CC(C)(C)N, CCOC(=O)NC=Cc1ccc(OCC2CO2)cc1, CC(C)O. Product: CCOC(=O)NC=Cc1ccc(OCC(O)CNC(C)(C)C)cc1. RXN SMILES: [C:20]([CH3:21])([CH3:22])([CH3:23])[NH2:24].[CH2:1]([CH3:2])[O:3][C:4](=[O:5])[NH:6][CH:7]=[CH:8][c:9]1[cH:10][cH:11][c:12]([O:13][CH2:14][CH:15]2[CH2:16][O:17]2)[cH:18][cH:19]1.[CH:25]([OH:26])([CH3:27])[CH3:28]>>[CH2:1]([CH3:2])[O:3][C:4](=[O:5])[NH:6][CH:7]=[CH:8][c:9]1[cH:10][cH:11][c:12]([O:13][CH2:14][CH:15]([CH2:16][NH:24][C:20]([CH3:21])([CH3:22])[CH3:23])[OH:17])[cH:18][cH:19]1. Starting materials: N1N=CC=2C(=CC=CC12)N (1H-indazol-4-amine), C1(CCCCC1)N(C1=CC(=NC=N1)C(=O)O)CC1CC1 (6-(cyclohexyl-cyclopropylmethyl-amino)-pyrimidine-4-carboxylic acid), C1(CCCCC1)N(C1=CC(=NC=N1)C(=O)O)CC1CC1 (6-(cyclohexyl-cyclopropylmethyl-amino)-pyrimidine-4-carboxylic acid), Mukaiyama reagent. Run in C(Cl)Cl (DCM). Conditions: time 72 hour. The product is C1(CCCCC1)N(C1=CC(=NC=N1)C(=O)NC1=C2C=NNC2=CC=C1)CC1CC1 (6-[cyclohexyl(cyclopropylmethyl)amino]-N-1H-indazol-4-ylpyrimidine-4-carboxamide). Reaction SMILES: [CH:1]1([N:7]([CH2:17][CH:18]2[CH2:20][CH2:19]2)[C:8]2[N:13]=[CH:12][N:11]=[C:10]([C:14]([OH:16])=O)[CH:9]=2)[CH2:6][CH2:5][CH2:4][CH2:3][CH2:2]1.[NH:21]1[C:29]2[CH:28]=[CH:27][CH:26]=[C:25]([NH2:30])[C:24]=2[CH:23]=[N:22]1>C(Cl)Cl>[CH:1]1([N:7]([CH2:17][CH:18]2[CH2:20][CH2:19]2)[C:8]2[N:13]=[CH:12][N:11]=[C:10]([C:14]([NH:30][C:25]3[CH:26]=[CH:27][CH:28]=[C:29]4[C:24]=3[CH:23]=[N:22][NH:21]4)=[O:16])[CH:9]=2)[CH2:2][CH2:3][CH2:4][CH2:5][CH2:6]1. Reported procedure: A solution of 6-(cyclohexyl(cyclopropylmethyl)amino)pyrimidine-4-carboxylic acid (Intermediate 13, 110 mg; 0.40 mmol) in DCM was treated with polymer-supported Mukaiyama reagent (1.1 g) followed by 1H-indazol-4-amine (Key Organics, 58.6 mg; 0.44 mmol). After stirring at RT for 72 hours the mixture was filtered and washed with saturated sodium bicarbonate solution. The organic phase was passed through a hydrophobic frit and the solvent removed in vacuo. The residue was purified by column chromato... Starting materials: FC(C=1C=C(N)C=CC1S(N)(=O)=O)(F)F (3-Trifluoromethyl-4-sulphamoylaniline), ClCC(=O)Cl (α-chloroacetyl chloride). The product is ClCC(=O)NC1=CC(=C(C=C1)S(N)(=O)=O)C(F)(F)F (2-Chloro-N-(3-trifluoromethyl-4-sulphamoylphenyl)-acetamide). As a reaction SMILES: [F:1][C:2]([F:15])([F:14])[C:3]1[CH:4]=[C:5]([CH:7]=[CH:8][C:9]=1[S:10](=[O:13])(=[O:12])[NH2:11])[NH2:6].[Cl:16][CH2:17][C:18](Cl)=[O:19]>>[Cl:16][CH2:17][C:18]([NH:6][C:5]1[CH:7]=[CH:8][C:9]([S:10](=[O:12])(=[O:13])[NH2:11])=[C:3]([C:2]([F:1])([F:14])[F:15])[CH:4]=1)=[O:19]. Reported procedure: 3-Trifluoromethyl-4-sulphamoylaniline (24.0g) and α-chloroacetyl chloride (20 ml) were refluxed together 30 mins and the mixture worked up as in Example 2(a) to yield 28 g, m.p. 185°-190°